From a dataset of the Open Reaction Database (ORD), a public repository of structured organic reaction records. describe an organic reaction: reactants, conditions, products, and yield Reactants: N[C@@H](CC(O)=O)C(=O)N[C@@H](CCC(O)=O)C(=O)O (AspGlu), N[C@@H](C(C)C)C(=O)N[C@@H]([C@@H](C)CC)C(=O)N[C@@H](CC(C)C)C(=O)O (ValIleLeu). The product is NCC(=O)N[C@@H](C)C(=O)O (GlyAla). RXN SMILES: [NH2:1][C@H:2]([C:7]([NH:9][C@H:10]([C:16]([OH:18])=[O:17])[CH2:11]CC(=O)O)=[O:8])CC(=O)O.N[C@H](C(N[C@H](C(N[C@H](C(O)=O)CC(C)C)=O)[C@H](CC)C)=O)C(C)C>>[NH2:1][CH2:2][C:7]([NH:9][C@H:10]([C:16]([OH:18])=[O:17])[CH3:11])=[O:8]. Procedure: AspGlu; ValIleLeu; The reactants are CCOC(C)=O, O=C(Cl)Oc1ccc([N+](=O)[O-])cc1, Cl, Fc1ccc(C2CCNCC2)cc1, Nc1ccc2nc(CN3CCCC3)ccc2c1, [Na+], C1CCOC1, [OH-], O, c1ccncc1. Yields the product O=C(Nc1ccc2nc(CN3CCCC3)ccc2c1)N1CCC(c2ccc(F)cc2)CC1. As a reaction SMILES: [CH3:59][CH2:60][O:61][C:62](=[O:63])[CH3:64].[Cl:24][C:25](=[O:26])[O:27][c:28]1[cH:29][cH:30][c:31]([N+:32]([O-:33])=[O:34])[cH:35][cH:36]1.[ClH:37].[F:38][c:39]1[cH:40][cH:41][c:42]([CH:45]2[CH2:46][CH2:47][NH:48][CH2:49][CH2:50]2)[cH:43][cH:44]1.[N:1]1([CH2:6][c:7]2[n:8][c:9]3[cH:10][cH:11][c:12]([NH2:17])[cH:13][c:14]3[cH:15][cH:16]2)[CH2:2][CH2:3][CH2:4][CH2:5]1.[Na+:52].[O:53]1[CH2:54][CH2:55][CH2:56][CH2:57]1.[OH-:51].[OH2:58].[cH:18]1[cH:19][cH:20][n:21][cH:22][cH:23]1>>[N:1]1([CH2:6][c:7]2[n:8][c:9]3[cH:10][cH:11][c:12]([NH:17][C:25](=[O:26])[N:48]4[CH2:47][CH2:46][CH:45]([c:42]5[cH:41][cH:40][c:39]([F:38])[cH:44][cH:43]5)[CH2:50][CH2:49]4)[cH:13][c:14]3[cH:15][cH:16]2)[CH2:2][CH2:3][CH2:4][CH2:5]1. Reactants: 4-formylboronic acid, N1=C(C=CC=C1)C1=CC=C(C=O)C=C1 (4-pyridin-2-yl-benzaldehyde), BrC=1C=NC=CC1 (3-bromopyridine). Yields the product N1=CC(=CC=C1)C1=CC=C(C=O)C=C1 (4-Pyridin-3-yl-benzaldehyde), solid. Yield: 94.0%. As a reaction SMILES: N1C=[CH:5][CH:4]=[CH:3][C:2]=1[C:7]1[CH:14]=[CH:13][C:10]([CH:11]=[O:12])=[CH:9][CH:8]=1.BrC1[CH:17]=[N:18]C=CC=1>>[N:18]1[CH:5]=[CH:4][CH:3]=[C:2]([C:7]2[CH:8]=[CH:9][C:10]([CH:11]=[O:12])=[CH:13][CH:14]=2)[CH:17]=1. Procedure: This aldehyde was prepared using the procedure for 4-pyridin-2-yl-benzaldehyde in Example 126 from 3-bromopyridine and 4-formylboronic acid to give a white crystalline solid (94%): mp=53-55° C.; Rf=0.08 (30% EtOAc/hexanes); IR (KBr) 1700, 1605, 1219 cm−1; 1H NMR (CDCl3) δ 7.55-7.60 (m, 1H), 7.76-7.79 (m, 2H), 8.01-8.05 (m, 2H), 8.08-8.12 (m, 1H), 8.69-8.71 (m, 1H), 8.94-8.95 (m, 1H), 10.10 (s, 1H). LRMS 184 (M+H).